From a dataset of the Open Reaction Database (ORD), a public repository of structured organic reaction records. describe an organic reaction: reactants, conditions, products, and yield The reactants are COC1=CC=C(CN2N=C(C=3C2=NC=CC3OC3=C(C=C(C=C3)N)F)I)C=C1 (4-(1-(4-methoxybenzyl)-3-iodo-1H-pyrazolo[3,4-b]pyridin-4-yloxy)-3-fluorobenzenamine), C1N(CC2C1CNC2)C(=O)OC(C)(C)C (tert-butyl hexahydropyrrolo[3,4-c]pyrrole-2(1H)-carboxylate), N1[C@@H](CCC1)C(=O)O ((S)-pyrrolidine-2-carboxylic acid), C(=O)([O-])[O-].[K+].[K+] (K2CO3). The reagents and catalysts are [Cu]I (copper(I)iodide). Run in CS(=O)C (DMSO). Reaction conditions: temperature 100 celsius, time 8 hour. Yields the product NC1=CC(=C(OC2=C3C(=NC=C2)N(N=C3N3CC2C(C3)CN(C2)C(=O)OC(C)(C)C)CC2=CC=C(C=C2)OC)C=C1)F (tert-butyl 5-(4-(4-amino-2-fluorophenoxy)-1-(4-methoxybenzyl)-1H-pyrazolo[3,4-b]pyridin-3-yl)hexahydropyrrolo[3,4-c]pyrrole-2(1H)-carboxylate). The yield is 38.2%. Reaction SMILES: [CH3:1][O:2][C:3]1[CH:28]=[CH:27][C:6]([CH2:7][N:8]2[C:12]3=[N:13][CH:14]=[CH:15][C:16]([O:17][C:18]4[CH:23]=[CH:22][C:21]([NH2:24])=[CH:20][C:19]=4[F:25])=[C:11]3[C:10](I)=[N:9]2)=[CH:5][CH:4]=1.[CH2:29]1[CH:33]2[CH2:34][NH:35][CH2:36][CH:32]2[CH2:31][N:30]1[C:37]([O:39][C:40]([CH3:43])([CH3:42])[CH3:41])=[O:38].N1CCC[C@H]1C(O)=O.C([O-])([O-])=O.[K+].[K+]>[Cu]I.CS(C)=O>[NH2:24][C:21]1[CH:22]=[CH:23][C:18]([O:17][C:16]2[CH:15]=[CH:14][N:13]=[C:12]3[N:8]([CH2:7][C:6]4[CH:27]=[CH:28][C:3]([O:2][CH3:1])=[CH:4][CH:5]=4)[N:9]=[C:10]([N:35]4[CH2:34][CH:33]5[CH2:29][N:30]([C:37]([O:39][C:40]([CH3:43])([CH3:42])[CH3:41])=[O:38])[CH2:31][CH:32]5[CH2:36]4)[C:11]=23)=[C:19]([F:25])[CH:20]=1 |f:3.4.5|. Reported procedure: A 100 mL round-bottomed flask was charged with 4-(1-(4-methoxybenzyl)-3-iodo-1H-pyrazolo[3,4-b]pyridin-4-yloxy)-3-fluorobenzenamine (100 mg, 0.204 mmol, prepared in Example 7, step B), tert-butyl hexahydropyrrolo[3,4-c]pyrrole-2(1H)-carboxylate (217 mg, 1.02 mmol), copper(I)iodide (15.5 mg, 0.0816 mmol), (S)-pyrrolidine-2-carboxylic acid (18.8 mg, 0.163 mmol), K2CO3 (141 mg, 1.02 mmol) and DMSO (10 mL). The reaction mixture was stirred at 100° C. overnight. The reaction was cooled to ambient tem... Reactants: BrC=1C=CC2=C(C=C(CCN2C=O)C(=O)OCC)C1 (ethyl 7-bromo-1-formyl-2,3-dihydro-1-benzazepine-4-carboxylate), C(O)([O-])=O.[Na+] (sodium hydrogen carbonate). The solvent is Cl (hydrochloric acid), C(C)O (ethanol). Product: BrC=1C=CC2=C(C=C(CCN2)C(=O)OCC)C1 (ethyl 7-bromo-2,3-dihydro-1-benzazepine-4-carboxylate). Yield: 59.0%. RXN SMILES: [Br:1][C:2]1[CH:3]=[CH:4][C:5]2[N:11](C=O)[CH2:10][CH2:9][C:8]([C:14]([O:16][CH2:17][CH3:18])=[O:15])=[CH:7][C:6]=2[CH:19]=1.C(=O)([O-])O.[Na+]>Cl.C(O)C>[Br:1][C:2]1[CH:3]=[CH:4][C:5]2[NH:11][CH2:10][CH2:9][C:8]([C:14]([O:16][CH2:17][CH3:18])=[O:15])=[CH:7][C:6]=2[CH:19]=1 |f:1.2|. Procedure details: In 1N hydrochloric acid (25 ml) and ethanol (20 ml) was dissolved ethyl 7-bromo-1-formyl-2,3-dihydro-1-benzazepine-4-carboxylate (1165 mg), and the mixture was refluxed for 2 hours. The mixture was neutralized with saturated sodium hydrogen carbonate solution, and the mixture was extracted with ethyl acetate (300 ml). The organic layer was washed with water (100 ml) and dried with anhydrous magnesium sulfate. The solvent was evaporated under reduced pressure, and the residue was purified with si... Starting materials: C(C1=CC=CC=C1)OC(CN1C(N(C(=C(C1=O)C1=CC=NN1C1=CC=C(C=C1)C#N)C)C1=CC(=CC=C1)C(F)(F)F)=O)=O (2-[5-[1-(4-cyanophenyl)-1H-pyrazole-5-yl]-4-methyl-2,6-dioxo-3-(3-trifluoromethylphenyl)-2,3-dihydropyrimidin-1(6H)-yl]acetic acid benzyl ester), CO (methanol). Reagents/catalysts: [Pd] (palladium/carbon). The solvent is C(C)(=O)OCC (ethyl acetate). Reaction conditions: time 6 hour. Product: C(#N)C1=CC=C(C=C1)N1N=CC=C1C1=C(N(C(N(C1=O)CC(=O)O)=O)C1=CC(=CC=C1)C(F)(F)F)C (2-[5-[1-(4-cyanophenyl)-1H-pyrazole-5-yl]-4-methyl-2,6-dioxo-3-(3-trifluoromethylphenyl)-2,3-dihydropyrimidin-1(6H)-yl]acetic acid). The yield is 111.1%. Reaction SMILES: C([O:8][C:9](=[O:43])[CH2:10][N:11]1[C:16](=[O:17])[C:15]([C:18]2[N:22]([C:23]3[CH:28]=[CH:27][C:26]([C:29]#[N:30])=[CH:25][CH:24]=3)[N:21]=[CH:20][CH:19]=2)=[C:14]([CH3:31])[N:13]([C:32]2[CH:37]=[CH:36][CH:35]=[C:34]([C:38]([F:41])([F:40])[F:39])[CH:33]=2)[C:12]1=[O:42])C1C=CC=CC=1.CO>C(OCC)(=O)C.[Pd]>[C:29]([C:26]1[CH:27]=[CH:28][C:23]([N:22]2[C:18]([C:15]3[C:16](=[O:17])[N:11]([CH2:10][C:9]([OH:43])=[O:8])[C:12](=[O:42])[N:13]([C:32]4[CH:37]=[CH:36][CH:35]=[C:34]([C:38]([F:40])([F:41])[F:39])[CH:33]=4)[C:14]=3[CH3:31])=[CH:19][CH:20]=[N:21]2)=[CH:24][CH:25]=1)#[N:30]. Procedure: To a solution of 2-[5-[1-(4-cyanophenyl)-1H-pyrazole-5-yl]-4-methyl-2,6-dioxo-3-(3-trifluoromethylphenyl)-2,3-dihydropyrimidin-1(6H)-yl]acetic acid benzyl ester (prepared in Example 6) (50.0 mg) in ethyl acetate (3.0 ml)/methanol (3.0 ml) was added 5% palladium/carbon (9.0 mg) and the resulting mixture was stirred at room temperature under hydrogen atmosphere for six hours. The reaction mixture was degassed and then filtered through Celite (trade mark) and then concentrated under reduced pressur... Conditions: time 2 hour. Reported procedure: 4-Biphenylacetic acid (25.0 g, 0.1177 mol.) and sodium hydroxide (4.71 g, 0.1177 mol.) were dissolved in 50 mL of water and stirred at room temperature for 2 hours. The product was isolated by evaporating off the water. Solvent: O (water). Product: C1(=CC=C(C=C1)CC(=O)[O-])C1=CC=CC=C1.[Na+] (Sodium 4-Biphenylacetate). As a reaction SMILES: [C:1]1([C:11]2[CH:16]=[CH:15][CH:14]=[CH:13][CH:12]=2)[CH:6]=[CH:5][C:4]([CH2:7][C:8]([OH:10])=[O:9])=[CH:3][CH:2]=1.[OH-].[Na+:18]>O>[C:1]1([C:11]2[CH:12]=[CH:13][CH:14]=[CH:15][CH:16]=2)[CH:2]=[CH:3][C:4]([CH2:7][C:8]([O-:10])=[O:9])=[CH:5][CH:6]=1.[Na+:18] |f:1.2,4.5|. Reactants: C1(=CC=C(C=C1)CC(=O)O)C1=CC=CC=C1 (4-Biphenylacetic acid), [OH-].[Na+] (sodium hydroxide). The reactants are NO (hydroxylamine), [H-].[Na+] (sodium hydride), ClC=1C=CC2=C(C(=NCC=3N2C(=NN3)CCl)C3=CC=CC=C3)C1 (8-chloro-1-(chloromethyl)-6-phenyl-4H-s-triazolo[4,3-a][1,4]-benzodiazepine). The solvent is CN(C=O)C (dimethylformamide). Product: ClC=1C=CC2=C(C(=NCC=3N2C(=NN3)CNO)C3=CC=CC=C3)C1 (8-chloro-1-[(hydroxyamino)methyl]-6-phenyl-4H-s-triazolo[4,3-a][1,4]benzodiazepine). As a reaction SMILES: [Cl:1][C:2]1[CH:3]=[CH:4][C:5]2[N:11]3[C:12]([CH2:15]Cl)=[N:13][N:14]=[C:10]3[CH2:9][N:8]=[C:7]([C:17]3[CH:22]=[CH:21][CH:20]=[CH:19][CH:18]=3)[C:6]=2[CH:23]=1.[NH2:24][OH:25].[H-].[Na+]>CN(C)C=O>[Cl:1][C:2]1[CH:3]=[CH:4][C:5]2[N:11]3[C:12]([CH2:15][NH:24][OH:25])=[N:13][N:14]=[C:10]3[CH2:9][N:8]=[C:7]([C:17]3[CH:18]=[CH:19][CH:20]=[CH:21][CH:22]=3)[C:6]=2[CH:23]=1 |f:2.3|. Procedure details: In the manner given in Example 15, 8-chloro-1-(chloromethyl)-6-phenyl-4H-s-triazolo[4,3-a][1,4]-benzodiazepine is treated with a cold mixture of hydroxylamine and sodium hydride in dimethylformamide to give 8-chloro-1-[(hydroxyamino)methyl]-6-phenyl-4H-s-triazolo[4,3-a][1,4]benzodiazepine. Reactants: IC1=C(C=CC=C1)C (o-iodotoluene), P(Cl)(Cl)(Cl)(Cl)Cl (phosphorous pentachloride), C(C)OP(OCC)C (diethylmethylphosphonite). Reagents/catalysts: [Ni](Cl)Cl (nickel chloride). Solvent: C1=CC=CC=C1 (benzene). Run at temperature 160 celsius. Yields the product CP(=O)(C1=C(C=CC=C1)C)Cl (methyl-o-tolylphosphinyl chloride). RXN SMILES: I[C:2]1[CH:7]=[CH:6][CH:5]=[CH:4][C:3]=1[CH3:8].C([O:11][P:12]([CH3:16])OCC)C.P(Cl)(Cl)(Cl)(Cl)[Cl:18]>C1C=CC=CC=1.[Ni](Cl)Cl>[CH3:16][P:12]([Cl:18])([C:2]1[CH:7]=[CH:6][CH:5]=[CH:4][C:3]=1[CH3:8])=[O:11]. Procedure: A mixture of o-iodotoluene and anhydrous nickel chloride is stirred under a nitrogen atmosphere at 160° C. While maintaining the temperature in a range of 160°-170° C., diethylmethylphosphonite is added dropwise to the mixture. Ethyliodide distills rapidly from the mixture. Following the addition of the phosphonite, the reaction mixture is heated at 165°-175° C., for an hour, then cooled. Upon cooling, the reaction mixture is poured onto ice-water and extracted with chloroform. The chloroform ex...